From a dataset of the Open Reaction Database (ORD), a public repository of structured organic reaction records. describe an organic reaction: reactants, conditions, products, and yield Starting materials: COC1CCCN1C(C)=O, CC(O)CC(C)O, CN1CCCC1=O, CCOC(C)=O, O. The product is CC(=O)N1CCCC1O. Reaction SMILES: [C:1]([CH3:2])(=[O:3])[N:4]1[CH:5]([O:9][CH3:10])[CH2:6][CH2:7][CH2:8]1.[CH3:11][CH:12]([OH:13])[CH2:14][CH:15]([OH:16])[CH3:17].[CH3:18][N:19]1[CH2:20][CH2:21][CH2:22][C:23]1=[O:24].[CH3:26][CH2:27][O:28][C:29]([CH3:30])=[O:31].[OH2:25]>>[C:1]([CH3:2])(=[O:3])[N:4]1[CH:5]([OH:9])[CH2:6][CH2:7][CH2:8]1. Reactants: Cc1c2n(c3ccccc13)CCCC2NC(C)C, CC(=O)OC(C)=O, O=CO, C1CCOC1, O. Product: Cc1c2n(c3ccccc13)CCCC2N(C)C(C)C. RXN SMILES: [CH3:11][CH:12]([CH3:13])[NH:14][CH:15]1[CH2:16][CH2:17][CH2:18][n:19]2[c:20]1[c:21]([CH3:28])[c:22]1[cH:23][cH:24][cH:25][cH:26][c:27]21.[CH3:4][C:5]([O:6][C:7](=[O:8])[CH3:9])=[O:10].[CH:1]([OH:2])=[O:3].[O:30]1[CH2:31][CH2:32][CH2:33][CH2:34]1.[OH2:29]>>[CH3:4][N:14]([CH:12]([CH3:11])[CH3:13])[CH:15]1[CH2:16][CH2:17][CH2:18][n:19]2[c:20]1[c:21]([CH3:28])[c:22]1[cH:23][cH:24][cH:25][cH:26][c:27]21. The reactants are C([O-])([O-])=O.[Na+].[Na+] (sodium carbonate), C(C)OC1=C(C=CC=C1)C1=NC2=C(C=CC=C2C(N1)=O)OC (2-(2-Ethoxyphenyl)-8-methoxyquinazolin-4(3H)-one), ClS(=O)(=O)O (chlorosulphonic acid), ice water, S(=O)(=O)(Cl)Cl (sulphonyl chloride), N1CCNCC1 (piperazine). Run in C(C)O (ethanol). Reaction conditions: time 18 hour. Product: C(C)OC1=C(C=C(C=C1)S(=O)(=O)N1CCNCC1)C1=NC2=C(C=CC=C2C(N1)=O)OC (2-[2-Ethoxy-5-(1-piperazinylsulphonyl)phenyl]-8-methoxyquinazolin-4(3H)-one). Reaction SMILES: [CH2:1]([O:3][C:4]1[CH:9]=[CH:8][CH:7]=[CH:6][C:5]=1[C:10]1[NH:19][C:18](=[O:20])[C:17]2[C:12](=[C:13]([O:21][CH3:22])[CH:14]=[CH:15][CH:16]=2)[N:11]=1)[CH3:2].Cl[S:24]([OH:27])(=O)=[O:25].S(Cl)(Cl)(=O)=O.[NH:33]1[CH2:38][CH2:37][NH:36][CH2:35][CH2:34]1.C(=O)([O-])[O-].[Na+].[Na+]>C(O)C>[CH2:1]([O:3][C:4]1[CH:9]=[CH:8][C:7]([S:24]([N:33]2[CH2:38][CH2:37][NH:36][CH2:35][CH2:34]2)(=[O:27])=[O:25])=[CH:6][C:5]=1[C:10]1[NH:19][C:18](=[O:20])[C:17]2[C:12](=[C:13]([O:21][CH3:22])[CH:14]=[CH:15][CH:16]=2)[N:11]=1)[CH3:2] |f:4.5.6|. Reported procedure: 2-(2-Ethoxyphenyl)-8-methoxyquinazolin-4(3H)-one (Preparation 4; 2.1 g, 0.0071 mol) was added portionwise to stirred chlorosulphonic acid (15 ml) under a nitrogen atmosphere at 0° C. After 18 hours, the mixture was cautiously added dropwise to stirred ice/water (100 g) and the resulting mixture extracted with dichloromethane-methanol (9:1, 10×100 ml). The organic extracts were combined, dried (MgSO4) and evaporated under vacuum. A quantity (1.0 g) of the crude sulphonyl chloride was then added p...